From a dataset of the Open Reaction Database (ORD), a public repository of structured organic reaction records. describe an organic reaction: reactants, conditions, products, and yield The reactants are NC1C(CN(CC1)S(=O)(=O)C)O (rac-4-Amino-1-methanesulfonyl-piperidin-3-ol), NC1=NC(=NC=C1C(=O)C1=C(C(=CC=C1OC)F)F)Cl ((4-amino-2-chloro-pyrimidin-5-yl)-(2,3-difluoro-6-methoxy-phenyl)-methanone), C(C)(C)N(CC)C(C)C (diisopropylethylamine). Solvent: C(C)O (ethanol). Product: NC1=NC(=NC=C1C(=O)C1=C(C(=CC=C1OC)F)F)NC1C(CN(CC1)S(=O)(=O)C)O (rac-[4-Amino-2-(3-hydroxy-1-methanesulfonyl-piperidin-4-ylamino)-pyrimidin-5-yl]-(2,3-difluoro-6-methoxy-phenyl)-methanone). As a reaction SMILES: [NH2:1][CH:2]1[CH2:7][CH2:6][N:5]([S:8]([CH3:11])(=[O:10])=[O:9])[CH2:4][CH:3]1[OH:12].[NH2:13][C:14]1[C:19]([C:20]([C:22]2[C:27]([O:28][CH3:29])=[CH:26][CH:25]=[C:24]([F:30])[C:23]=2[F:31])=[O:21])=[CH:18][N:17]=[C:16](Cl)[N:15]=1.C(N(C(C)C)CC)(C)C>C(O)C>[NH2:13][C:14]1[C:19]([C:20]([C:22]2[C:27]([O:28][CH3:29])=[CH:26][CH:25]=[C:24]([F:30])[C:23]=2[F:31])=[O:21])=[CH:18][N:17]=[C:16]([NH:1][CH:2]2[CH2:7][CH2:6][N:5]([S:8]([CH3:11])(=[O:10])=[O:9])[CH2:4][CH:3]2[OH:12])[N:15]=1. Reported procedure: The amine (44 mg, 0.22 mmol, Example 305) and chloropyrimidine (55 mg, 0.18 mmol, Example 289) were dissolved in ethanol (5 mL). To the stirred mixture at reflux, diisopropylethylamine (64 uL, Aldrich) was added and the mixture was refluxed for 20 hours. The solvent was removed and the residue was purified by HPLC (10–60%, acetonitrile/water) to give a white solid, 25 mg, 30%. MS (ES) MH+=458. The reactants are CC1(C)OB(CBr)OC1(C)C, CC(C)=O, [I-], [Na+]. The product is CC1(C)OB(CI)OC1(C)C. As a reaction SMILES: [Br:1][CH2:2][B:3]1[O:4][C:5]([CH3:10])([CH3:11])[C:6]([CH3:8])([CH3:9])[O:7]1.[CH3:14][C:15](=[O:16])[CH3:17].[I-:13].[Na+:12]>>[CH2:2]([B:3]1[O:4][C:5]([CH3:10])([CH3:11])[C:6]([CH3:8])([CH3:9])[O:7]1)[I:13].